Dataset: the Open Reaction Database (ORD), a public repository of structured organic reaction records. Task: describe an organic reaction: reactants, conditions, products, and yield Reactants: [Cl-].[NH4+] (ammonium chloride), FC=1C(=CC(=C(C1)O)OC)[N+](=O)[O-] (5-fluoro-2-methoxy-4-nitro-phenol), BrCCOC1OCCCC1 (2-(2-bromo-ethoxy)-tetrahydro-pyran), C([O-])([O-])=O.[K+].[K+] (potassium carbonate). Solvent: CN(C=O)C (dimethylformamide). Yields the product FC=1C(=CC(=C(OCCOC2OCCCC2)C1)OC)[N+](=O)[O-] (2-[2-(5-fluoro-2-methoxy-4-nitro-phenoxy)-ethoxy]-tetrahydro-pyran). Isolated yield 58.7%. RXN SMILES: [F:1][C:2]1[C:3]([N+:11]([O-:13])=[O:12])=[CH:4][C:5]([O:9][CH3:10])=[C:6]([OH:8])[CH:7]=1.Br[CH2:15][CH2:16][O:17][CH:18]1[CH2:23][CH2:22][CH2:21][CH2:20][O:19]1.C(=O)([O-])[O-].[K+].[K+].[Cl-].[NH4+]>CN(C)C=O>[F:1][C:2]1[C:3]([N+:11]([O-:13])=[O:12])=[CH:4][C:5]([O:9][CH3:10])=[C:6]([CH:7]=1)[O:8][CH2:15][CH2:16][O:17][CH:18]1[CH2:23][CH2:22][CH2:21][CH2:20][O:19]1 |f:2.3.4,5.6|. Procedure: A mixture of 0.374 g (2 mmole) of 5-fluoro-2-methoxy-4-nitro-phenol, 0.439 g (2.10 mmole) of 2-(2-bromo-ethoxy)-tetrahydro-pyran, 0.828 g (6.0 mmole) of potassium carbonate and 5 mL of dimethylformamide was heated at 80 degrees for 4 hours. The cooled mixture was poured into 50 mL of dilute ammonium chloride solution and extracted three times with 25 mL of ethyl acetate. The combined organic extracts were washed three times with 25 mL of water, once with 25 mL of brine, dried over anhydrous magn... Starting materials: C[O-].[Na+] (sodium methoxide), CO (methanol), ClC1=C(C=CC=C1)S (2-chlorobenzenethiol), ClC1=C(C=C(S1)C(C)=O)[N+](=O)[O-] (1-(5-Chloro-4-nitro-2-thienyl)ethanone). Conditions: time 15 minute. Product: ClC1=C(C=CC=C1)SC1=C(C=C(S1)C(C)=O)[N+](=O)[O-] (1-[5-(2-Chlorophenylsulfanyl)-4-nitro-2-thienyl]ethanone). Yield: 52.6%. RXN SMILES: C[O-].[Na+].CO.[Cl:6][C:7]1[CH:12]=[CH:11][CH:10]=[CH:9][C:8]=1[SH:13].Cl[C:15]1[S:19][C:18]([C:20](=[O:22])[CH3:21])=[CH:17][C:16]=1[N+:23]([O-:25])=[O:24]>>[Cl:6][C:7]1[CH:12]=[CH:11][CH:10]=[CH:9][C:8]=1[S:13][C:15]1[S:19][C:18]([C:20](=[O:22])[CH3:21])=[CH:17][C:16]=1[N+:23]([O-:25])=[O:24] |f:0.1|. Procedure details: To a 0.1 M stock solution of sodium methoxide in anhydrous methanol (11 mL, 1.1 mmol) was added the 2-chlorobenzenethiol (0.144 g, 1 mmol) and the resulting mixture stirred at ambient temperature for 15 minutes. 1-(5-Chloro-4-nitro-2-thienyl)ethanone (206 mg, 1 mmol) was added and the mixture was stirred at ambient temperature for 2 hours. After this time the reaction was quenched by the addition of water (15 mL) and the resulting precipitate was collected by filtration, washed with water (10 mL... Reactants: COCCN1CCC2=C(CC1)C=C(C=C2)N (3-(2-methoxy-ethyl)-2,3,4,5-tetrahydro-1H-benzo[d]azepin-7-ylamine), ClC1=NC=C(C(=N1)NC1=C(C(=O)NC)C=CC=C1OC)Cl (2-(2,5-dichloro-pyrimidin-4-ylamino)-3-methoxy-N-methyl-benzamide). Yields the product ClC=1C(=NC(=NC1)NC1=CC2=C(CCN(CC2)CCOC)C=C1)NC1=C(C(=O)NC)C=CC=C1OC (2-{5-Chloro-2-[3-(2-methoxy-ethyl)-2,3,4,5-tetrahydro-1H-benzo[d]azepin-7-ylamino]-pyrimidin-4-ylamino}-3-methoxy-N-methyl-benzamide), foam. The yield is 37.0%. RXN SMILES: [CH3:1][O:2][CH2:3][CH2:4][N:5]1[CH2:11][CH2:10][C:9]2[CH:12]=[C:13]([NH2:16])[CH:14]=[CH:15][C:8]=2[CH2:7][CH2:6]1.Cl[C:18]1[N:23]=[C:22]([NH:24][C:25]2[C:34]([O:35][CH3:36])=[CH:33][CH:32]=[CH:31][C:26]=2[C:27]([NH:29][CH3:30])=[O:28])[C:21]([Cl:37])=[CH:20][N:19]=1>>[Cl:37][C:21]1[C:22]([NH:24][C:25]2[C:34]([O:35][CH3:36])=[CH:33][CH:32]=[CH:31][C:26]=2[C:27]([NH:29][CH3:30])=[O:28])=[N:23][C:18]([NH:16][C:13]2[CH:14]=[CH:15][C:8]3[CH2:7][CH2:6][N:5]([CH2:4][CH2:3][O:2][CH3:1])[CH2:11][CH2:10][C:9]=3[CH:12]=2)=[N:19][CH:20]=1. Procedure details: 2-{5-Chloro-2-[3-(2-methoxy-ethyl)-2,3,4,5-tetrahydro-1H-benzo[d]azepin-7-ylamino]-pyrimidin-4-ylamino}-3-methoxy-N-methyl-benzamide was prepared from 3-(2-methoxy-ethyl)-2,3,4,5-tetrahydro-1H-benzo[d]azepin-7-ylamine and 2-(2,5-dichloro-pyrimidin-4-ylamino)-3-methoxy-N-methyl-benzamide in an analogous manner to Example 313c. Product isolated as a yellow foam (64 mg, 37%). LCMS (m/e) 511 (M+1); 1H-NMR (CDCl3, 400 MHz) δ 8.05 (s, 1H), 7.71 (s, 1H), 7.33-7.27 (m, 1H), 7.19 (d 1H, J=7.7 Hz), 7.13 (... Reactants: CC(=O)O, CCCC[SnH](CCCC)CCCC, C=CCOC(=O)Nc1cc(-c2nc(C(C)(C)C)sc2-c2ccnc(Cl)n2)ccc1F, ClCCl, Cl[Pd]Cl, c1ccc(P(c2ccccc2)c2ccccc2)cc1, c1ccc(P(c2ccccc2)c2ccccc2)cc1. The product is CC(C)(C)c1nc(-c2ccc(F)c(N)c2)c(-c2ccnc(Cl)n2)s1. As a reaction SMILES: [C:31]([OH:32])(=[O:33])[CH3:34].[CH2:35]([SnH:36]([CH2:37][CH2:38][CH2:39][CH3:40])[CH2:41][CH2:42][CH2:43][CH3:44])[CH2:45][CH2:46][CH3:47].[Cl:1][c:2]1[n:3][cH:4][cH:5][c:6](-[c:8]2[c:9](-[c:17]3[cH:18][cH:19][c:20]([F:30])[c:21]([NH:23][C:24](=[O:25])[O:26][CH2:27][CH:28]=[CH2:29])[cH:22]3)[n:10][c:11]([C:13]([CH3:14])([CH3:15])[CH3:16])[s:12]2)[n:7]1.[Cl:48][CH2:49][Cl:50].[Pd:51]([Cl:52])[Cl:53].[c:54]1([P:55]([c:56]2[cH:57][cH:58][cH:59][cH:60][cH:61]2)[c:62]2[cH:63][cH:64][cH:65][cH:66][cH:67]2)[cH:68][cH:69][cH:70][cH:71][cH:72]1.[c:73]1([P:74]([c:75]2[cH:76][cH:77][cH:78][cH:79][cH:80]2)[c:81]2[cH:82][cH:83][cH:84][cH:85][cH:86]2)[cH:87][cH:88][cH:89][cH:90][cH:91]1>>[Cl:1][c:2]1[n:3][cH:4][cH:5][c:6](-[c:8]2[c:9](-[c:17]3[cH:18][cH:19][c:20]([F:30])[c:21]([NH2:23])[cH:22]3)[n:10][c:11]([C:13]([CH3:14])([CH3:15])[CH3:16])[s:12]2)[n:7]1. Yield: 70.7%. RXN SMILES: [C:1]([C:3]1[CH:8]=[CH:7][C:6]([S:9]([NH:12][C:13]2[C:22]([NH:23][C:24]3[CH:29]=[C:28]([O:30][CH3:31])[CH:27]=[C:26]([O:32][CH3:33])[C:25]=3[O:34][CH2:35][CH2:36][CH2:37][OH:38])=[N:21][C:20]3[C:15](=[CH:16][CH:17]=[CH:18][CH:19]=3)[N:14]=2)(=[O:11])=[O:10])=[CH:5][CH:4]=1)#[N:2]>C1COCC1.N.[Ni]>[NH2:2][CH2:1][C:3]1[CH:8]=[CH:7][C:6]([S:9]([NH:12][C:13]2[C:22]([NH:23][C:24]3[CH:29]=[C:28]([O:30][CH3:31])[CH:27]=[C:26]([O:32][CH3:33])[C:25]=3[O:34][CH2:35][CH2:36][CH2:37][OH:38])=[N:21][C:20]3[C:15](=[CH:16][CH:17]=[CH:18][CH:19]=3)[N:14]=2)(=[O:11])=[O:10])=[CH:5][CH:4]=1. Conditions: time 17 hour. Starting materials: C(#N)C1=CC=C(C=C1)S(=O)(=O)NC1=NC2=CC=CC=C2N=C1NC1=C(C(=CC(=C1)OC)OC)OCCCO (4-cyano-N-{3-[2-(3-hydroxypropoxy)-3,5-dimethoxyphenylamino]quinoxalin-2-yl}-benzenesulfonamide). Run in C1CCOC1 (THF), N (ammonia). Procedure details: 1.15 g of 4-cyano-N-{3-[2-(3-hydroxypropoxy)-3,5-dimethoxyphenylamino]quinoxalin-2-yl}-benzenesulfonamide in 5 ml of THF and 12 ml of methanolic ammonia solution (10%) are hydrogenated in a suitable pressure apparatus in the presence of 1.00 g of sponge nickel catalyst (Johnson-Matthey) at 50° C. and 5 bar for 17 hours. The catalyst is filtered off, rinsed with copious MeOH and THF, and the entire filtrate is evaporated, giving 819 mg of 4-aminomethyl-N-{3-[2-(3-hydroxypropoxy)-3,5-dimethoxyphen... The reagents and catalysts are [Ni] (nickel). Product: NCC1=CC=C(C=C1)S(=O)(=O)NC1=NC2=CC=CC=C2N=C1NC1=C(C(=CC(=C1)OC)OC)OCCCO (4-aminomethyl-N-{3-[2-(3-hydroxypropoxy)-3,5-dimethoxyphenylamino]quinoxalin-2-yl}-benzenesulfonamide). Reactants: C=CCOc1cc(C#N)cc([N+](=O)[O-])c1Oc1ccccc1OC, CCO, Cl, O, O, Cl[Sn]Cl. Product: C=CCOc1cc(C#N)cc(N)c1Oc1ccccc1OC. As a reaction SMILES: [CH2:1]([CH:2]=[CH2:3])[O:4][c:5]1[cH:6][c:7]([C:8]#[N:9])[cH:10][c:11]([N+:22]([O-:23])=[O:24])[c:12]1[O:13][c:14]1[c:15]([O:20][CH3:21])[cH:16][cH:17][cH:18][cH:19]1.[CH3:30][CH2:31][OH:32].[ClH:33].[OH2:25].[OH2:26].[Sn:27]([Cl:28])[Cl:29]>>[CH2:1]([CH:2]=[CH2:3])[O:4][c:5]1[cH:6][c:7]([C:8]#[N:9])[cH:10][c:11]([NH2:22])[c:12]1[O:13][c:14]1[c:15]([O:20][CH3:21])[cH:16][cH:17][cH:18][cH:19]1. Reactants: BrB(Br)Br, COc1ccc(-n2c(=O)c(C=C(C#N)c3cccnc3)cc3cccnc32)cc1, ClC(Cl)Cl, ClCCl, O. The product is N#CC(=Cc1cc2cccnc2n(-c2ccc(O)cc2)c1=O)c1cccnc1. RXN SMILES: [B:30]([Br:31])([Br:32])[Br:33].[CH3:1][O:2][c:3]1[cH:4][cH:5][c:6](-[n:9]2[c:10](=[O:29])[c:11]([CH:19]=[C:20]([C:21]#[N:22])[c:23]3[cH:24][n:25][cH:26][cH:27][cH:28]3)[cH:12][c:13]3[cH:14][cH:15][cH:16][n:17][c:18]23)[cH:7][cH:8]1.[CH:38]([Cl:39])([Cl:40])[Cl:41].[Cl:34][CH2:35][Cl:36].[OH2:37]>>[OH:2][c:3]1[cH:4][cH:5][c:6](-[n:9]2[c:10](=[O:29])[c:11]([CH:19]=[C:20]([C:21]#[N:22])[c:23]3[cH:24][n:25][cH:26][cH:27][cH:28]3)[cH:12][c:13]3[cH:14][cH:15][cH:16][n:17][c:18]23)[cH:7][cH:8]1.